From a dataset of the Open Reaction Database (ORD), a public repository of structured organic reaction records. describe an organic reaction: reactants, conditions, products, and yield Starting materials: [Br-], CCC[Mg+], CCCBr, Cc1ccccc1, N#CC1(c2ccc(Cl)c(Cl)c2)CCC1, Cl, [Mg], O. Product: CCCC(=O)C1(c2ccc(Cl)c(Cl)c2)CCC1. RXN SMILES: [Br-:15].[CH2:16]([CH2:17][CH3:18])[Mg+:19].[CH2:20]([Br:21])[CH2:22][CH3:23].[CH3:27][c:28]1[cH:29][cH:30][cH:31][cH:32][cH:33]1.[Cl:1][c:2]1[cH:3][c:4]([C:9]2([C:13]#[N:14])[CH2:10][CH2:11][CH2:12]2)[cH:5][cH:6][c:7]1[Cl:8].[ClH:25].[Mg:24].[OH2:26]>>[Cl:1][c:2]1[cH:3][c:4]([C:9]2([C:13]([CH2:16][CH2:17][CH3:18])=[O:26])[CH2:10][CH2:11][CH2:12]2)[cH:5][cH:6][c:7]1[Cl:8]. Reactants: C=CC1(O)CCNC1C, Cc1c(F)ccc(C#N)c1F, [Li+], [Li+], O=C([O-])[O-]. Product: C=CC1(O)CCN(c2ccc(C#N)c(F)c2C)C1C. As a reaction SMILES: [CH3:1][CH:2]1[NH:3][CH2:4][CH2:5][C:6]1([OH:7])[CH:8]=[CH2:9].[F:10][c:11]1[c:12]([C:13]#[N:14])[cH:15][cH:16][c:17]([F:20])[c:18]1[CH3:19].[Li+:21].[Li+:22].[O-:23][C:24](=[O:25])[O-:26]>>[CH3:1][CH:2]1[N:3]([c:17]2[cH:16][cH:15][c:12]([C:13]#[N:14])[c:11]([F:10])[c:18]2[CH3:19])[CH2:4][CH2:5][C:6]1([OH:7])[CH:8]=[CH2:9]. Reactants: [N+](=O)([O-])C1=C(CCl)C=CC=C1 (o-nitrobenzyl chloride), [I-].[K+] (potassium iodide), C([O-])([O-])=O.[K+].[K+] (potassium carbonate), Cl (hydrochloric acid), ClC=1C=C(C=C(C1)Cl)SC1=C(N=C(N1)COCC1=CC=C(C=C1)OC)C(C)C (5-(3,5-dichlorophenylthio)-4-isopropyl-2-(p-methoxybenzyloxymethyl)-1H-imidazole). Run in CN(C=O)C (dimethylformamide), C(C)O (ethanol), O (water). Conditions: time 20 minute. The product is ClC=1C=C(C=C(C1)Cl)SC1=C(N=C(N1CC1=C(C=CC=C1)[N+](=O)[O-])CO)C(C)C (5-(3,5-dichlorophenylthio)-2-hydroxymethyl-4-isopropyl-1-(o-nitrobenzyl)-1H-imidazole). Yield: 47.1%. RXN SMILES: [N+:1]([C:4]1[CH:11]=[CH:10][CH:9]=[CH:8][C:5]=1[CH2:6]Cl)([O-:3])=[O:2].[I-].[K+].[Cl:14][C:15]1[CH:16]=[C:17]([S:22][C:23]2[NH:27][C:26]([CH2:28][O:29]CC3C=CC(OC)=CC=3)=[N:25][C:24]=2[CH:39]([CH3:41])[CH3:40])[CH:18]=[C:19]([Cl:21])[CH:20]=1.C(=O)([O-])[O-].[K+].[K+].Cl>O.C(O)C.CN(C)C=O>[Cl:21][C:19]1[CH:18]=[C:17]([S:22][C:23]2[N:27]([CH2:6][C:5]3[CH:8]=[CH:9][CH:10]=[CH:11][C:4]=3[N+:1]([O-:3])=[O:2])[C:26]([CH2:28][OH:29])=[N:25][C:24]=2[CH:39]([CH3:41])[CH3:40])[CH:16]=[C:15]([Cl:14])[CH:20]=1 |f:1.2,4.5.6|. Procedure details: To dimethylformamide was added 237 mg of o-nitrobenzyl chloride and 228 mg of potassium iodide under ice-cooling, the mixture was allowed to warm up to room temperature and stirred for 20 minutes. Then, 400 mg of 5-(3,5-dichlorophenylthio)-4-isopropyl-2-(p-methoxybenzyloxymethyl)-1H-imidazole (101b)was added, followed by addition of 152 mg of potassium carbonate. Then, the mixture was warmed up to 50° C., and allowed to react for 6 hours. After completion of the reaction, the mixture was diluted...